From a dataset of the Open Reaction Database (ORD), a public repository of structured organic reaction records. describe an organic reaction: reactants, conditions, products, and yield Reactants: CC=CC(=O)Cl, N#CCC(=O)Nc1ccc(C(F)(F)F)cc1, [H-], [Na+], C1CCOC1, c1c[nH]cn1. Product: CC=CC(O)=C(C#N)C(=O)Nc1ccc(C(F)(F)F)cc1. As a reaction SMILES: [C:24]([CH:25]=[CH:26][CH3:27])(=[O:28])[Cl:29].[F:1][C:2]([c:3]1[cH:4][cH:5][c:6]([NH:7][C:8]([CH2:9][C:10]#[N:11])=[O:12])[cH:13][cH:14]1)([F:15])[F:16].[H-:22].[Na+:23].[O:30]1[CH2:31][CH2:32][CH2:33][CH2:34]1.[nH:17]1[cH:18][cH:19][n:20][cH:21]1>>[F:1][C:2]([c:3]1[cH:4][cH:5][c:6]([NH:7][C:8]([C:9]([C:10]#[N:11])=[C:24]([CH:25]=[CH:26][CH3:27])[OH:28])=[O:12])[cH:13][cH:14]1)([F:15])[F:16]. Starting materials: BrC1=CC(=C(C=C1)N1C=NC(=C1)C)OC (1-(4-bromo-2-methoxy-phenyl)-4-methyl-1H-imidazole), FC=1C=C(CN2N=C(N=C2)N)C=C(C1F)F (1-(3,4,5-trifluoro-benzyl)-1H-[1,2,4]triazol-3-ylamine). Product: COC=1C=C(C=CC1N1C=NC(=C1)C)NC1=NN(C=N1)CC1=CC(=C(C(=C1)F)F)F ([3-Methoxy-4-(4-methyl-imidazol-1-yl)-phenyl]-[1-(3,4,5-trifluoro-benzyl)-1H-[1,2,4]triazol-3-yl]-amine), foam. Isolated yield 49.0%. Reaction SMILES: Br[C:2]1[CH:7]=[CH:6][C:5]([N:8]2[CH:12]=[C:11]([CH3:13])[N:10]=[CH:9]2)=[C:4]([O:14][CH3:15])[CH:3]=1.[F:16][C:17]1[CH:18]=[C:19]([CH:27]=[C:28]([F:31])[C:29]=1[F:30])[CH2:20][N:21]1[CH:25]=[N:24][C:23]([NH2:26])=[N:22]1>>[CH3:15][O:14][C:4]1[CH:3]=[C:2]([NH:26][C:23]2[N:24]=[CH:25][N:21]([CH2:20][C:19]3[CH:27]=[C:28]([F:31])[C:29]([F:30])=[C:17]([F:16])[CH:18]=3)[N:22]=2)[CH:7]=[CH:6][C:5]=1[N:8]1[CH:12]=[C:11]([CH3:13])[N:10]=[CH:9]1. Procedure details: Prepared in analogy to example 1b) starting with 1-(4-bromo-2-methoxy-phenyl)-4-methyl-1H-imidazole (WO2009076352) and 1-(3,4,5-trifluoro-benzyl)-1H-[1,2,4]triazol-3-ylamine from example 17a). The title compound was obtained as a colorless foam (Yield=49%). MS ISP (m/e): 415.2 (100) [(M+H)+]. The reactants are ClC1=C(C=CC(=C1)Cl)C(CC=1NC=CN1)=O (1-(2,4-dichlorophenyl)-2-imidazolylethan-1-one), C(C=C)(=O)OCC (ethyl acrylate), C1CCOC1 (THF), [OH-].[K+] (potassium hydroxide). Solvent: O (water), C(C)O (ethanol). Reaction conditions: time 15 hour. Yields the product ClC1=C(C=CC(=C1)Cl)C(C(CCC(=O)OCC)C=1NC=CN1)=O (ethyl 5-(2,4-dichlorophenyl)-4-imidazoly-5-oxopentanoate). Yield: 108.0%. Reaction SMILES: [Cl:1][C:2]1[CH:7]=[C:6]([Cl:8])[CH:5]=[CH:4][C:3]=1[C:9](=[O:16])[CH2:10][C:11]1[NH:12][CH:13]=[CH:14][N:15]=1.C1COCC1.[OH-].[K+].[C:24]([O:28][CH2:29][CH3:30])(=[O:27])[CH:25]=[CH2:26]>O.C(O)C>[Cl:1][C:2]1[CH:7]=[C:6]([Cl:8])[CH:5]=[CH:4][C:3]=1[C:9](=[O:16])[CH:10]([C:11]1[NH:15][CH:14]=[CH:13][N:12]=1)[CH2:26][CH2:25][C:24]([O:28][CH2:29][CH3:30])=[O:27] |f:2.3|. Procedure details: 1-(2,4-dichlorophenyl)-2-imidazolylethan-1-one (0.80 M) was dissolved with heating as necessary in a stirred mixture of THF (250 ml) and abs. ethanol (250 ml). After cooling to room temperature, potassium hydroxide (0.20 M) was added followed by a dropwise addition of ethyl acrylate (45.8 ml) via addition funnel over 10 min. A room temperature water bath was used to cool the exothermic reaction for the first 30 min. After stirring for 14-16 hours, the reaction was neutralized with gla. acetic ac...